describe an organic reaction: reactants, conditions, products, and yield From a dataset of the Open Reaction Database (ORD), a public repository of structured organic reaction records. Reaction SMILES: [Cl:1][C:2]1[CH:3]=[C:4]([C:8]2[CH:13]=[C:12]([C:14]([F:17])([F:16])[F:15])[NH:11][C:10](=O)[N:9]=2)[CH:5]=[CH:6][CH:7]=1.O=P(Cl)(Cl)[Cl:21]>>[Cl:21][C:10]1[N:9]=[C:8]([C:4]2[CH:5]=[CH:6][CH:7]=[C:2]([Cl:1])[CH:3]=2)[CH:13]=[C:12]([C:14]([F:17])([F:16])[F:15])[N:11]=1. The reactants are ClC=1C=C(C=CC1)C1=NC(NC(=C1)C(F)(F)F)=O (4-(3-chloro-phenyl)-6-trifluoromethyl-1H-pyrimidin-2-one), O=P(Cl)(Cl)Cl (phosphoroxychloride). The yield is 62.0%. Procedure: The title compound was prepared from 4-(3-chloro-phenyl)-6-trifluoromethyl-1H-pyrimidin-2-one (2.44 g, 8.88 mmol) and phosphoroxychloride (25 mL) according to the general procedure I. Obtained as a white solid (1.62 g, 62%). MS (EI) 292.0 [(M)+]; mp 89.5° C. Yields the product ClC1=NC(=CC(=N1)C1=CC(=CC=C1)Cl)C(F)(F)F (2-Chloro-4-(3-chloro-phenyl)-6-trifluoromethyl-pyrimidine), solid. The reactants are O=C(n1ccnc1)n1ccnc1, ClCCl, CS(N)(=O)=O, CCOC(=O)CCc1cc(C(=O)c2ccc(OC3CCCC3)cc2O)ccc1OCc1ccc(C(=O)O)cc1, Cl, C1CCC2=NCCCN2CC1, C1CCOC1, O. Yields the product CCOC(=O)CCc1cc(C(=O)c2ccc(OC3CCCC3)cc2O)ccc1OCc1ccc(C(=O)NS(C)(=O)=O)cc1. Reaction SMILES: [C:40]([n:41]1[cH:42][cH:43][n:44][cH:45]1)([n:46]1[cH:47][cH:48][n:49][cH:50]1)=[O:51].[CH2:75]([Cl:76])[Cl:77].[CH3:52][S:53](=[O:54])(=[O:55])[NH2:56].[CH:1]1([O:6][c:7]2[cH:8][c:9]([OH:39])[c:10]([C:11](=[O:12])[c:13]3[cH:14][c:15]([CH2:30][CH2:31][C:32](=[O:33])[O:34][CH2:35][CH3:36])[c:16]([O:17][CH2:18][c:19]4[cH:20][cH:21][c:22]([C:23](=[O:24])[OH:25])[cH:26][cH:27]4)[cH:28][cH:29]3)[cH:37][cH:38]2)[CH2:2][CH2:3][CH2:4][CH2:5]1.[ClH:68].[N:57]12[CH2:58][CH2:59][CH2:60][N:61]=[C:62]1[CH2:63][CH2:64][CH2:65][CH2:66][CH2:67]2.[O:69]1[CH2:70][CH2:71][CH2:72][CH2:73]1.[OH2:74]>>[CH:1]1([O:6][c:7]2[cH:8][c:9]([OH:39])[c:10]([C:11](=[O:12])[c:13]3[cH:14][c:15]([CH2:30][CH2:31][C:32](=[O:33])[O:34][CH2:35][CH3:36])[c:16]([O:17][CH2:18][c:19]4[cH:20][cH:21][c:22]([C:23](=[O:24])[NH:56][S:53]([CH3:52])(=[O:54])=[O:55])[cH:26][cH:27]4)[cH:28][cH:29]3)[cH:37][cH:38]2)[CH2:2][CH2:3][CH2:4][CH2:5]1. Starting materials: S(=O)(=O)(O)O.NC(NCCCCN)=N (Agmatine sulfate), [OH-].C[N+](C)(C)C (tetramethylamonium hydroxide), CO (methanol), C[C@H](CCCC(C)C)[C@H]1CCC2[C@@]1(CCC3C2CC=C4[C@@]3(CCC(C4)OC(=O)Cl)C)C (cholesteryl chloroformate). Run in CN(C)C=O (DMF). The product is C(C)(=O)O.C(=O)(O)CC(C)CCC[C@@H](C)[C@H]1CC[C@H]2[C@@H]3CC=C4C[C@@H](O)CC[C@]4(C)[C@H]3CC[C@]12C (carboxycholesterol acetic acid salt). Reaction SMILES: S(O)(O)(=O)=O.N[C:7](=N)NCCCCN.[OH-:15].C[N+](C)(C)C.[CH3:21][C@@H:22]([C@@H:29]1[C@@:33]2([CH3:51])[CH2:34][CH2:35][CH:36]3[C@@:41]4([CH3:50])[CH2:42][CH2:43][CH:44]([O:46][C:47](Cl)=[O:48])[CH2:45][C:40]4=[CH:39][CH2:38][CH:37]3[CH:32]2[CH2:31][CH2:30]1)[CH2:23][CH2:24][CH2:25][CH:26]([CH3:28])[CH3:27].[CH3:52][OH:53]>CN(C=O)C>[C:47]([OH:46])(=[O:48])[CH3:7].[C:52]([CH2:28][CH:26]([CH2:25][CH2:24][CH2:23][C@H:22]([C@@H:29]1[C@:33]2([CH3:51])[C@H:32]([C@H:37]3[C@H:36]([CH2:35][CH2:34]2)[C@:41]2([CH3:50])[C:40]([CH2:45][C@H:44]([CH2:43][CH2:42]2)[OH:46])=[CH:39][CH2:38]3)[CH2:31][CH2:30]1)[CH3:21])[CH3:27])([OH:53])=[O:15] |f:0.1,2.3,7.8|. Reported procedure: Agmatine sulfate (100 mg, 0.438 mmol) was treated by tetramethylamonium hydroxide (158 mg, 0.876 mmol) in methanol (15 ml) for 1 h. The solvent was removed under reduced pressure. A suspension solution of the residue and cholesteryl chloroformate (197 mg, 0.438 mmol) in DMF (15 ml) was stirred at room temperature for 3 days. Filtration of the reaction mixture gave the crude product as a light yellow solid, which was purified by a silica gel column using chloroform-methanol-acetic acid (10:2:1) a... Reactants: Cc1cccc(NC(=O)C(C)(C)C)n1, O=C(OO)c1cccc(Cl)c1, ClCCl. Yields the product Cc1cccc(NC(=O)C(C)(C)C)[n+]1[O-]. RXN SMILES: [CH3:1][C:2]([C:3](=[O:4])[NH:5][c:6]1[n:7][c:8]([CH3:12])[cH:9][cH:10][cH:11]1)([CH3:13])[CH3:14].[Cl:15][c:16]1[cH:17][cH:18][cH:19][c:20]([C:21]([O:22][OH:24])=[O:23])[cH:25]1.[Cl:26][CH2:27][Cl:28]>>[CH3:1][C:2]([C:3](=[O:4])[NH:5][c:6]1[n+:7]([O-:23])[c:8]([CH3:12])[cH:9][cH:10][cH:11]1)([CH3:13])[CH3:14]. The reactants are C1CCOC1, COC(=O)CN1C(=O)c2c(cccc2C(F)(F)F)C2CN(C(=O)OC(C)(C)C)CC21, [Li+], [OH-], O. Yields the product CC(C)(C)OC(=O)N1CC2c3cccc(C(F)(F)F)c3C(=O)N(CC(=O)O)C2C1. RXN SMILES: [CH2:34]1[O:35][CH2:36][CH2:37][CH2:38]1.[CH3:1][O:2][C:3]([CH2:4][N:5]1[C:6](=[O:29])[c:7]2[c:8]([C:25]([F:26])([F:27])[F:28])[cH:9][cH:10][cH:11][c:12]2[CH:13]2[CH:14]1[CH2:15][N:16]([C:18](=[O:19])[O:20][C:21]([CH3:22])([CH3:23])[CH3:24])[CH2:17]2)=[O:30].[Li+:32].[OH-:33].[OH2:31]>>[O:2]=[C:3]([CH2:4][N:5]1[C:6](=[O:29])[c:7]2[c:8]([C:25]([F:26])([F:27])[F:28])[cH:9][cH:10][cH:11][c:12]2[CH:13]2[CH:14]1[CH2:15][N:16]([C:18](=[O:19])[O:20][C:21]([CH3:22])([CH3:23])[CH3:24])[CH2:17]2)[OH:30]. Reactants: S(=O)(=O)([O-])[O-].[Mg+2] (magnesium sulfate), [H-].[Al+3].[Li+].[H-].[H-].[H-] (Lithium aluminium hydride), C1(=CC=C(C=C1)O[C@@H](C(=O)OCC)C)C1=CC=CC=C1 ((2R)-2-(biphenyl-4-yloxy)propanoic acid, ethyl ester), [OH-].[Na+] (sodium hydroxide). Run in C(C)OCC (Diethyl ether), O1CCCC1 (tetrahydrofuran), O (water), O (Water). Run at time 3 hour. The product is C1(=CC=C(C=C1)O[C@@H](CO)C)C1=CC=CC=C1 ((2R)-2-(Biphenyl-4-yloxy)propan-1-ol). Isolated yield 94.7%. Reaction SMILES: [H-].[Al+3].[Li+].[H-].[H-].[H-].[C:7]1([C:21]2[CH:26]=[CH:25][CH:24]=[CH:23][CH:22]=2)[CH:12]=[CH:11][C:10]([O:13][C@H:14]([CH3:20])[C:15](OCC)=[O:16])=[CH:9][CH:8]=1.[OH-].[Na+].S([O-])([O-])(=O)=O.[Mg+2]>O1CCCC1.C(OCC)C.O>[C:7]1([C:21]2[CH:22]=[CH:23][CH:24]=[CH:25][CH:26]=2)[CH:8]=[CH:9][C:10]([O:13][C@H:14]([CH3:20])[CH2:15][OH:16])=[CH:11][CH:12]=1 |f:0.1.2.3.4.5,7.8,9.10|. Procedure details: Lithium aluminium hydride (86.67 ml, 1.0 M solution in tetrahydrofuran) was added dropwise to a stirred solution of (2R)-2-(biphenyl-4-yloxy)propanoic acid, ethyl ester (11.79 g, Example 1a) in dry tetrahydrofuran (200 ml) at 0° C. The resulting solution was stirred at room temperature under nitrogen for 3 hours. Water (3.3 ml), then aqueous sodium hydroxide (50% solution, 3.3 ml) then water (9.9 ml) were cautiously added to the solution at 0° C. Diethyl ether (200 ml) and anhydrous magnesium su... Reactants: CCN(CC)CC1CCCCN1, O=C1Nc2cccnc2N(C(=O)CCl)c2cc(Cl)ccc21, C1COCCO1. Product: CCN(CC)CC1CCCCN1CC(=O)N1c2cc(Cl)ccc2C(=O)Nc2cccnc21. Reaction SMILES: [CH2:22]([CH3:23])[N:24]([CH2:25][CH3:26])[CH2:27][CH:28]1[NH:29][CH2:30][CH2:31][CH2:32][CH2:33]1.[Cl:1][c:2]1[cH:3][c:4]2[c:5]([cH:20][cH:21]1)[C:6](=[O:19])[NH:7][c:8]1[c:9]([n:15][cH:16][cH:17][cH:18]1)[N:10]2[C:11]([CH2:12][Cl:13])=[O:14].[O:34]1[CH2:35][CH2:36][O:37][CH2:38][CH2:39]1>>[Cl:1][c:2]1[cH:3][c:4]2[c:5]([cH:20][cH:21]1)[C:6](=[O:19])[NH:7][c:8]1[c:9]([n:15][cH:16][cH:17][cH:18]1)[N:10]2[C:11]([CH2:12][N:29]1[CH:28]([CH2:27][N:24]([CH2:22][CH3:23])[CH2:25][CH3:26])[CH2:33][CH2:32][CH2:31][CH2:30]1)=[O:14]. Reactants: C(=O)(C(F)(F)F)O (TFA), C(CCCCCCCCCCCOC1CCN2[C@@H]1[C@@H](N(C1=C(C2=O)C=CC(=C1)OC)C(=O)OC(C)(C)C)OC1OCCCC1)OC1CCN2[C@@H]1[C@@H](N(C1=C(C2=O)C=CC(=C1)OC)C(=O)OC(C)(C)C)OC1OCCCC1 (1,1′-[(Dodecane-1,12-diyl)dioxy]bis[(11S,11aS)-10-(tert-butyloxycarbonyl)-8-methoxy-11-(tetrahydro-pyran-2-yloxy)-1,2,3,10,11,11a-hexahydro-5H-pyrrolo[2,1-c][1,4]benzodiazepine-5-one]), C(=O)(O)[O-].[Na+] (NaHCO3). Solvent: CO.C(Cl)(Cl)Cl (methanol chloroform). Reaction conditions: time 1 hour. Product: C(CCCCCCCCCCCOC1CCN2[C@H]1C=NC1=C(C2=O)C=CC(=C1)OC)OC1CCN2[C@H]1C=NC1=C(C2=O)C=CC(=C1)OC (1,1′-[(Dodecane-1,12-diyl)dioxy]bis[(11aS)-8-methoxy-1,2,3,11a-tetrahydro-5H-pyrrolo[2,1-c][1,4]benzodiazepine-5-one]). Yield: 84.2%. Reaction SMILES: C(O)(C(F)(F)F)=O.[CH2:8]([O:52][CH:53]1[C@H:57]2[C@H:58](OC3CCCCO3)[N:59](C(OC(C)(C)C)=O)[C:60]3[CH:67]=[C:66]([O:68][CH3:69])[CH:65]=[CH:64][C:61]=3[C:62](=[O:63])[N:56]2[CH2:55][CH2:54]1)[CH2:9][CH2:10][CH2:11][CH2:12][CH2:13][CH2:14][CH2:15][CH2:16][CH2:17][CH2:18][CH2:19][O:20][CH:21]1[C@H:25]2[C@H:26](OC3CCCCO3)[N:27](C(OC(C)(C)C)=O)[C:28]3[CH:35]=[C:34]([O:36][CH3:37])[CH:33]=[CH:32][C:29]=3[C:30](=[O:31])[N:24]2[CH2:23][CH2:22]1.C([O-])(O)=O.[Na+]>CO.C(Cl)(Cl)Cl>[CH2:19]([O:20][CH:21]1[C@@H:25]2[CH:26]=[N:27][C:28]3[CH:35]=[C:34]([O:36][CH3:37])[CH:33]=[CH:32][C:29]=3[C:30](=[O:31])[N:24]2[CH2:23][CH2:22]1)[CH2:18][CH2:17][CH2:16][CH2:15][CH2:14][CH2:13][CH2:12][CH2:11][CH2:10][CH2:9][CH2:8][O:52][CH:53]1[C@@H:57]2[CH:58]=[N:59][C:60]3[CH:67]=[C:66]([O:68][CH3:69])[CH:65]=[CH:64][C:61]=3[C:62](=[O:63])[N:56]2[CH2:55][CH2:54]1 |f:2.3,4.5|. Procedure: 95% TFA (3 mL) was added drop-wise to dimer compound 8j (208 mg, 0.19 mmol) at 0° C. This was then stirred for 1 hr and the mixture was poured into saturated NaHCO3 (30 mL) solution to naturalize the reaction mixture. The mixture was extracted with chloroform (3×20 mL). The organic layer was then washed water (20 mL), brine (20 mL) then dried (MgSO4) and filtrated. The excess solvent was removed under reduced pressure to give the crude product, which was subjected to flash column chromatography ... Yields the product CNc1ccc(C(=O)Nc2ccc(OC)cc2O)cn1. RXN SMILES: [CH3:20][NH2:21].[CH3:22][OH:23].[Cl:1][c:2]1[n:3][cH:4][c:5]([C:6](=[O:7])[NH:8][c:9]2[c:10]([OH:17])[cH:11][c:12]([O:15][CH3:16])[cH:13][cH:14]2)[cH:18][cH:19]1>>[c:2]1([NH:21][CH3:20])[n:3][cH:4][c:5]([C:6](=[O:7])[NH:8][c:9]2[c:10]([OH:17])[cH:11][c:12]([O:15][CH3:16])[cH:13][cH:14]2)[cH:18][cH:19]1. The reactants are CN, CO, COc1ccc(NC(=O)c2ccc(Cl)nc2)c(O)c1. The reactants are C/C=C(\C)/C(=O)O[C@H]1C[C@H]([C@]2(CO[C@@H]3[C@@H]2[C@]14CO[C@@]([C@H]4[C@]([C@@H]3O)(C)[C@@]56[C@@H]7C[C@H]([C@@]5(O6)C)[C@]8(C=CO[C@H]8O7)O)(C(=O)OC)O)C(=O)OC)OC(=O)C (Azadirachtin). The reagents and catalysts are [Pd] (palladium on alumina). Solvent: C(C)O (ethanol). The product is CCC(C)C(=O)O[C@H]1C[C@H]([C@]2(CO[C@@H]3[C@@H]2[C@]14CO[C@@]([C@H]4[C@]([C@@H]3O)(C)[C@@]56C7C[C@H]([C@@]5(O6)C)[C@]8(CCO[C@H]8O7)O)(C(=O)OC)O)C(=O)OC)OC(=O)C (2',3',22,23-tetrahydroazadirachtin). The yield is 59.1%. Reaction SMILES: [CH3:1]/[CH:2]=[C:3](/[C:5]([O:7][C@@H:8]1[C@:16]23[C@H:20]([C@@:21]([C@:25]45[O:30][C@@:29]4([CH3:31])[C@@H:28]4[C@:32]6([OH:38])[C@H:36]([O:37][C@H:26]5[CH2:27]4)[O:35][CH:34]=[CH:33]6)([CH3:24])[C@H:22]([OH:23])[C@H:14]4[C@H:15]2[C@:11]([C:44]([O:46][CH3:47])=[O:45])([CH2:12][O:13]4)[C@H:10]([O:48][C:49]([CH3:51])=[O:50])[CH2:9]1)[C@@:19]([OH:43])([C:39]([O:41][CH3:42])=[O:40])[O:18][CH2:17]3)=[O:6])\[CH3:4]>[Pd].C(O)C>[CH3:1][CH2:2][CH:3]([C:5]([O:7][C@@H:8]1[C@:16]23[C@H:20]([C@@:21]([C@:25]45[O:30][C@@:29]4([CH3:31])[C@@H:28]4[C@:32]6([OH:38])[C@H:36]([O:37][CH:26]5[CH2:27]4)[O:35][CH2:34][CH2:33]6)([CH3:24])[C@H:22]([OH:23])[C@H:14]4[C@H:15]2[C@:11]([C:44]([O:46][CH3:47])=[O:45])([CH2:12][O:13]4)[C@H:10]([O:48][C:49]([CH3:51])=[O:50])[CH2:9]1)[C@@:19]([OH:43])([C:39]([O:41][CH3:42])=[O:40])[O:18][CH2:17]3)=[O:6])[CH3:4]. Procedure details: Azadirachtin (30 mg, 0.042 mmol) and 0.5 ml of ethanol was stirred with 20 mg of 5% palladium on alumina at 20° C. under hydrogen (10 atm) for 3 hours. The reaction mixture was then filtered and rotary evaporated in vacuo. The crude product was purified by silica gel preparative HPLC (solvent=2-propanol:n-hexane, 17:83, v/v), followed by ODS preparative HPLC (solvent=methanol:water, 1:1, v/v) to give 2',3',22,23-tetrahydroazadirachtin (18 mg).